This data is from the Open Reaction Database (ORD), a public repository of structured organic reaction records. The task is: describe an organic reaction: reactants, conditions, products, and yield Reaction SMILES: [Br:1][C:2]1[CH:3]=[C:4]2[C:9](=[CH:10][CH:11]=1)[N:8]=[CH:7][C:6]([C:12]([CH:14]1[CH2:16][CH2:15]1)=[O:13])=[C:5]2Cl.[NH2:18][C:19]1[CH:20]=[CH:21][C:22]([NH:25][C:26](=[O:32])[O:27][C:28]([CH3:31])([CH3:30])[CH3:29])=[N:23][CH:24]=1>>[Br:1][C:2]1[CH:3]=[C:4]2[C:9](=[CH:10][CH:11]=1)[N:8]=[CH:7][C:6]([C:12]([CH:14]1[CH2:16][CH2:15]1)=[O:13])=[C:5]2[NH:18][C:19]1[CH:20]=[CH:21][C:22]([NH:25][C:26](=[O:32])[O:27][C:28]([CH3:30])([CH3:29])[CH3:31])=[N:23][CH:24]=1. Starting materials: BrC=1C=C2C(=C(C=NC2=CC1)C(=O)C1CC1)Cl ((6-bromo-4-chloroquinolin-3-yl)(cyclopropyl)methanone), NC=1C=CC(=NC1)NC(OC(C)(C)C)=O (tert-butyl 5-aminopyridin-2-ylcarbamate). Reported procedure: Following General procedure C, (6-bromo-4-chloroquinolin-3-yl)(cyclopropyl)methanone (311 mg, 1 mmol) was reacted with tert-butyl 5-aminopyridin-2-ylcarbamate (313 mg, 1.5 mmol) to afford the desired product (352 mg, 72%) as a yellow solid: ESI MS m/z 483 [C23H23BrN4O3+H]+. The product is BrC=1C=C2C(=C(C=NC2=CC1)C(=O)C1CC1)NC=1C=CC(=NC1)NC(OC(C)(C)C)=O (tert-butyl 5-(6-bromo-3-(cyclopropanecarbonyl)quinolin-4-ylamino)pyridin-2-ylcarbamate). Yield: 72.8%. Reactants: C(C=C)NCC1=CC(NC2=CC=C(C=C12)C1=C(C=CC=C1)OC)(C)C (Allyl-[6-(2-methoxyphenyl)-2,2-dimethyl-1,2-dihydroquinolin-4-ylmethyl]amine), BrCC1=CC(NC2=CC=C(C=C12)C1=C(C=CC=C1)OC)(C)C (4-bromomethyl-6-(2-methoxyphenyl)-2,2-dimethyl-1,2-dihydroquinoline), C([O-])([O-])=O.[K+].[K+] (potassium carbonate), C(C=C)N (allyl amine). Product: COC1=C(C=CC=C1)C=1C=C2C(=CC(NC2=CC1)(C)C)CNC1=CC=CC=C1 ([6-(2-methoxyphenyl)-2,2-dimethyl-1,2-dihydroquinolin-4-ylmethyl]phenylamine). RXN SMILES: [CH2:1]([NH:4][CH2:5][C:6]1[C:15]2[C:10](=[CH:11][CH:12]=[C:13]([C:16]3[CH:21]=[CH:20][CH:19]=[CH:18][C:17]=3[O:22][CH3:23])[CH:14]=2)[NH:9][C:8]([CH3:25])([CH3:24])[CH:7]=1)[CH:2]=[CH2:3].Br[CH2:27][C:28]1C2C(=CC=C(C3C=CC=CC=3OC)C=2)NC(C)(C)[CH:29]=1.C(=O)([O-])[O-].[K+].[K+].C(N)C=C>>[CH3:23][O:22][C:17]1[CH:18]=[CH:19][CH:20]=[CH:21][C:16]=1[C:13]1[CH:14]=[C:15]2[C:10](=[CH:11][CH:12]=1)[NH:9][C:8]([CH3:25])([CH3:24])[CH:7]=[C:6]2[CH2:5][NH:4][C:1]1[CH:29]=[CH:28][CH:27]=[CH:3][CH:2]=1 |f:2.3.4|. Reported procedure: Allyl-[6-(2-methoxyphenyl)-2,2-dimethyl-1,2-dihydroquinolin-4-ylmethyl]amine 54 mg of 4-bromomethyl-6-(2-methoxyphenyl)-2,2-dimethyl-1,2-dihydroquinoline, 46 mg of potassium carbonate, and 28 μL of allyl amine reacted to give 8 mg of the title compound as a foam. Starting materials: CCC1=C[C@@H]2C[C@@](C3=C(CCN(C2)C1)C4=CC=CC=C4N3)(C5=C(C=C6C(=C5)[C@]78CCN9[C@H]7[C@@](C=CC9)([C@H]([C@@]([C@@H]8N6C)(C(=O)OC)O)OC(=O)C)CC)OC)C(=O)OC (3',4'-anhydro-vinblastine), CN(C=O)C (dimethyl formamide). Conditions: time 18 hour. Product: CC[C@]12CN3CCC=4C=5C=CC=CC5NC4[C@](C[C@H](C3)[C@H]1O2)(C=6C=C7C(=CC6OC)N([C@@H]8[C@]79CCN1[C@H]9[C@@](C=CC1)([C@H]([C@@]8(C(=O)OC)O)OC(=O)C)CC)C)C(=O)OC (Leurosine). The yield is 61.0%. RXN SMILES: [CH3:1][CH2:2][C:3]1[CH2:14][N:12]2[CH2:13][C@@H:5]([CH2:6][C@:7]([C:55]([O:57][CH3:58])=[O:56])([C:22]3[CH:27]=[C:26]4[C@@:28]56[C@@H:39]([N:40]([CH3:41])[C:25]4=[CH:24][C:23]=3[O:53][CH3:54])[C@@:38]([OH:46])([C:42]([O:44][CH3:45])=[O:43])[C@H:37]([O:47][C:48]([CH3:50])=[O:49])[C@:33]3([CH2:51][CH3:52])[CH:34]=[CH:35][CH2:36][N:31]([C@H:32]53)[CH2:30][CH2:29]6)[C:8]3[NH:21][C:20]4[C:15](=[CH:16][CH:17]=[CH:18][CH:19]=4)[C:9]=3[CH2:10][CH2:11]2)[CH:4]=1.CN(C)C=[O:62]>>[CH3:1][CH2:2][C@@:3]12[O:62][C@@H:4]1[C@H:5]1[CH2:13][N:12]([CH2:11][CH2:10][C:9]3[C:15]4[CH:16]=[CH:17][CH:18]=[CH:19][C:20]=4[NH:21][C:8]=3[C@@:7]([C:55]([O:57][CH3:58])=[O:56])([C:22]3[CH:27]=[C:26]4[C@:28]56[C@@H:32]7[C@:33]([CH2:51][CH3:52])([C@@H:37]([O:47][C:48]([CH3:50])=[O:49])[C@:38]([OH:46])([C:42]([O:44][CH3:45])=[O:43])[C@@H:39]5[N:40]([CH3:41])[C:25]4=[CH:24][C:23]=3[O:53][CH3:54])[CH:34]=[CH:35][CH2:36][N:31]7[CH2:30][CH2:29]6)[CH2:6]1)[CH2:14]2. Procedure: 0.6 g. of 3',4'-anhydro-vinblastine are dissolved in 75 ml. of dimethyl formamide. Oxygen is bubbled through the solution slowly for 10 minutes, whereupon the reaction mixture is allowed to stand at room temperature for 16 to 20 hours. The pH is adjusted to 8.5 with a concentrated aqueous ammonium hydroxide solution. The alkaline mixture obtained is extracted with three 100-ml. portions of benzene. The combined extracts are dried with sodium sulphate, filtered and the filtrate is evaporated. The... Starting materials: C(CC)(=O)N1C(OC[C@@H]1CC1=CC=CC=C1)=O ((4S)-N-propionyl-4-benzyl-2-oxazolidinone), N1=CC(=CC=C1)C=O (pyridine-3-carboxaldehyde). Yields the product C[C@H](C(=O)N1C(OC[C@@H]1CC1=CC=CC=C1)=O)[C@H](C=1C=NC=CC1)O ((4S)-N-[(2S,3R)-2-methyl-3-hydroxy-3-(3-pyridyl)propanoyl]-4-benzyl-2-oxazolidinone). Reaction SMILES: [C:1]([N:5]1[C@@H:9]([CH2:10][C:11]2[CH:16]=[CH:15][CH:14]=[CH:13][CH:12]=2)[CH2:8][O:7][C:6]1=[O:17])(=[O:4])[CH2:2][CH3:3].[N:18]1[CH:23]=[CH:22][CH:21]=[C:20]([CH:24]=[O:25])[CH:19]=1>>[CH3:3][C@@H:2]([C@@H:24]([OH:25])[C:20]1[CH:19]=[N:18][CH:23]=[CH:22][CH:21]=1)[C:1]([N:5]1[C@@H:9]([CH2:10][C:11]2[CH:12]=[CH:13][CH:14]=[CH:15][CH:16]=2)[CH2:8][O:7][C:6]1=[O:17])=[O:4]. Reported procedure: Prepared from (4S)-N-propionyl-4-benzyl-2-oxazolidinone and pyridine-3-carboxaldehyde according to the procedure described in Example 1, paragraph A. 13C-NMR (100 MHz, CDCl3): δ 176.40, 152.83, 148.74, 147.85, 136.78, 134.80, 134.04, 129.34, 128.95, 127.45, 123.21, 109.75, 71.46, 66.23, 55.05, 44.28, 37.70, 10.64.